Dataset: the Open Reaction Database (ORD), a public repository of structured organic reaction records. Task: describe an organic reaction: reactants, conditions, products, and yield Starting materials: N1CCC(C2=NC=CC=C12)=O (2,3-dihydro-1,5-naphthyridin-4(1H)-one), C(Cl)Cl (DCM), CCN(C(C)C)C(C)C (DIEA), C(C)(=O)Cl (acetyl chloride). The product is C(C)(=O)N1CCC(C2=NC=CC=C12)=O (1-acetyl-2,3-dihydro-1,5-naphthyridin-4(1H)-one). RXN SMILES: [NH:1]1[C:10]2[C:5](=[N:6][CH:7]=[CH:8][CH:9]=2)[C:4](=[O:11])[CH2:3][CH2:2]1.C(Cl)Cl.CCN(C(C)C)C(C)C.[C:24](Cl)(=[O:26])[CH3:25]>>[C:24]([N:1]1[C:10]2[C:5](=[N:6][CH:7]=[CH:8][CH:9]=2)[C:4](=[O:11])[CH2:3][CH2:2]1)(=[O:26])[CH3:25]. Procedure details: To a solution of 2,3-dihydro-1,5-naphthyridin-4(1H)-one (1 eq.) and DCM (0.2 eq.) is added DIEA (2.2 eq.) and acetyl chloride (1.2 eq.). The reaction is monitored by TLC. The reaction is washed with water, brine, dried over MgSO4, concentrated in vacuo, and purified by column chromatography to give the title compound.